This data is from the Open Reaction Database (ORD), a public repository of structured organic reaction records. The task is: describe an organic reaction: reactants, conditions, products, and yield Starting materials: CC(C)(C)OC(=O)N1CCC2C(C1)c1cc(Br)cc3c1N2CC3, Cc1ccccc1B(O)O. Yields the product Cc1ccccc1-c1cc2c3c(c1)C1CN(C(=O)OC(C)(C)C)CCC1N3CC2. Reaction SMILES: [C:1]([CH3:2])([CH3:3])([CH3:4])[O:5][C:6](=[O:7])[N:8]1[CH2:9][CH:10]2[CH:11]([N:12]3[c:13]4[c:14]([cH:15][c:16]([Br:19])[cH:17][c:18]42)[CH2:20][CH2:21]3)[CH2:22][CH2:23]1.[CH3:24][c:25]1[c:26]([B:31]([OH:32])[OH:33])[cH:27][cH:28][cH:29][cH:30]1>>[C:1]([CH3:2])([CH3:3])([CH3:4])[O:5][C:6](=[O:7])[N:8]1[CH2:9][CH:10]2[CH:11]([N:12]3[c:13]4[c:14]([cH:15][c:16](-[c:26]5[c:25]([CH3:24])[cH:30][cH:29][cH:28][cH:27]5)[cH:17][c:18]42)[CH2:20][CH2:21]3)[CH2:22][CH2:23]1. The reactants are 3, OC1=C(C=CC=C1)C1=C(C=CC=C1)O (2,2′-dihydroxy-biphenyl), C1(OCCO1)=O (ethylene carbonate), [I-].[K+] (potassium iodide), CN(C=O)C (N,N-dimethyl formamide). Solvent: C(C)(=O)OCC (ethyl acetate). Reaction conditions: temperature 150 celsius, time 4 hour. Product: OCCOC1=C(C=CC=C1)C1=C(C=CC=C1)O (2,2′-dihydroxyethoxy-biphenyl). As a reaction SMILES: [OH:1][C:2]1[CH:7]=[CH:6][CH:5]=[CH:4][C:3]=1[C:8]1[CH:13]=[CH:12][CH:11]=[CH:10][C:9]=1[OH:14].C1(=O)O[CH2:18][CH2:17][O:16]1.[I-].[K+].CN(C)C=O>C(OCC)(=O)C>[OH:16][CH2:17][CH2:18][O:1][C:2]1[CH:7]=[CH:6][CH:5]=[CH:4][C:3]=1[C:8]1[CH:13]=[CH:12][CH:11]=[CH:10][C:9]=1[OH:14] |f:2.3|. Reported procedure: To a 2000 ml 3 neck round bottom equipped with an overhead stirrer, temperature probe, heating mantel was added 2,2′-dihydroxy-biphenyl (500 g, 2.68 mole, 1.0 eq), ethylene carbonate (520.2 g, 5.9 mole, 2.2 eq.), potassium iodide (5 g, 0.03 mole, 0.01 eq.), N,N-dimethyl formamide (DMF) (47 g, 50 ml) and heated to 150° C. The reaction was monitored by GC and after 4 hours the reaction was complete. The reaction was cooled to 40° C., added 1000 ml ethyl acetate and washed 3 times with 500 ml sodiu...